From a dataset of the Open Reaction Database (ORD), a public repository of structured organic reaction records. describe an organic reaction: reactants, conditions, products, and yield The reactants are C(=O)(OCC1=CC=CC=C1)N1C(CCC1)C=O (N-carbobenzyloxypyrrolidine-2-carboxaldehyde), C(=O)(OCC)C=P(C1=CC=CC=C1)(C1=CC=CC=C1)C1=CC=CC=C1 ((carboethoxymethylene)triphenylphosphorane). Run in O1CCCC1 (tetrahydrofuran). Conditions: time 2 hour. The product is C(C1=CC=CC=C1)OC(=O)N1[C@H](CCC1)C=CC(=O)OCC (Ethyl (R)-3-(N-Benzyloxycarbonylpyrrolidin-2-yl)-2-propenoate), oil. The yield is 73.0%. Reaction SMILES: [C:1]([N:11]1[CH2:15][CH2:14][CH2:13][CH:12]1[CH:16]=O)([O:3][CH2:4][C:5]1[CH:10]=[CH:9][CH:8]=[CH:7][CH:6]=1)=[O:2].[C:18]([CH:23]=P(C1C=CC=CC=1)(C1C=CC=CC=1)C1C=CC=CC=1)([O:20][CH2:21][CH3:22])=[O:19]>O1CCCC1>[CH2:4]([O:3][C:1]([N:11]1[CH2:15][CH2:14][CH2:13][C@@H:12]1[CH:16]=[CH:23][C:18]([O:20][CH2:21][CH3:22])=[O:19])=[O:2])[C:5]1[CH:6]=[CH:7][CH:8]=[CH:9][CH:10]=1. Procedure: To a stirred solution of N-carbobenzyloxypyrrolidine-2-carboxaldehyde (1.17 g, 5.00 mmol) in anhydrous tetrahydrofuran at -78° C. was added (carboethoxymethylene)triphenylphosphorane (2.09 g, 6.00 mmol. 1.2 eq) as a solid portionwise. The resulting reaction mixture was stirred at room temperature under nitrogen for 2 hours, and then heated at reflux under nitrogen for 1 hour. The reaction mixture was evaporated under reduced pressure and the residue was column chromatographed using silica gel (a... Starting materials: Cc1ccccc1, CCOC=O, Cl, [H-], [Na+], C1CCOC1, CC12CCC(=O)C=C1CCC1C2CCC2(C)C1C=CC2(C)O. Product: CC12CC(=CO)C(=O)C=C1CCC1C2CCC2(C)C1C=CC2(C)O. As a reaction SMILES: [CH3:36][c:37]1[cH:38][cH:39][cH:40][cH:41][cH:42]1.[CH:1](=[O:2])[O:3][CH2:4][CH3:5].[ClH:30].[H-:28].[Na+:29].[O:31]1[CH2:32][CH2:33][CH2:34][CH2:35]1.[OH:6][C:7]1([CH3:27])[C:8]2([CH3:9])[CH:10]([CH:11]=[CH:12]1)[CH:13]1[CH2:14][CH2:15][C:16]3=[CH:17][C:18](=[O:26])[CH2:19][CH2:20][C:21]3([CH3:22])[CH:23]1[CH2:24][CH2:25]2>>[CH:1]([OH:2])=[C:19]1[C:18](=[O:26])[CH:17]=[C:16]2[CH2:15][CH2:14][CH:13]3[CH:10]4[C:8]([CH3:9])([C:7]([OH:6])([CH3:27])[CH:12]=[CH:11]4)[CH2:25][CH2:24][CH:23]3[C:21]2([CH3:22])[CH2:20]1. Starting materials: C(C(C)C)C=1SC=CC1C (2-isobutyl-3-methyl-thiophene), complex, S(=O)(=O)=O (sulfur trioxide), CN(C=O)C (dimethylformamide), S(=O)(Cl)Cl (thionylchloride). Solvent: ClCCl (dichloromethane). Reaction conditions: temperature 80 celsius. Yields the product C(C(C)C)C1=C(C=C(S1)S(=O)(=O)N)C (5-Isobutyl-4-methyl-thiophene-2-sulfonic acid amide). RXN SMILES: [S:1](=[O:4])(=O)=[O:2].C[N:6](C)C=O.[CH2:10]([C:14]1[S:15][CH:16]=[CH:17][C:18]=1[CH3:19])[CH:11]([CH3:13])[CH3:12].S(Cl)(Cl)=O>ClCCl>[CH2:10]([C:14]1[S:15][C:16]([S:1]([NH2:6])(=[O:4])=[O:2])=[CH:17][C:18]=1[CH3:19])[CH:11]([CH3:13])[CH3:12]. Reported procedure: To a mixture of 0.368 g of the complex of sulfur trioxide with dimethylformamide in 1.5 ml dichloromethane was added 0.309 g 2-isobutyl-3-methyl-thiophene and the mixture was heated to 55° C. for 30 min. and to 80° C. for an other 30 min. The mixture was cooled to room temperature and 0.286 g thionylchloride was added. The mixture was heated to 55° C. for ca 30 min cooled to room temperature and poored onto ice and extracted with ethyl acetate, the phases were separated and the organic phase was...